Dataset: the Open Reaction Database (ORD), a public repository of structured organic reaction records. Task: describe an organic reaction: reactants, conditions, products, and yield The reactants are O=C([O-])[O-], CC(C)(C)OC(=O)N1CCNCC1, CC#N, CCOC(C)=O, [K+], [K+], CS(=O)(=O)OC1CN(C(c2ccccc2)c2ccccc2)C1. Yields the product CC(C)(C)OC(=O)N1CCN(C2CN(C(c3ccccc3)c3ccccc3)C2)CC1. Reaction SMILES: [C:14](=[O:15])([O-:16])[O-:17].[C:1]([CH3:2])([CH3:3])([CH3:4])[O:5][C:6](=[O:7])[N:8]1[CH2:9][CH2:10][NH:11][CH2:12][CH2:13]1.[CH3:42][C:43]#[N:44].[CH3:45][CH2:46][O:47][C:48](=[O:49])[CH3:50].[K+:18].[K+:19].[c:20]1([CH:26]([N:27]2[CH2:28][CH:29]([O:31][S:32]([CH3:33])(=[O:34])=[O:35])[CH2:30]2)[c:36]2[cH:37][cH:38][cH:39][cH:40][cH:41]2)[cH:21][cH:22][cH:23][cH:24][cH:25]1>>[C:1]([CH3:2])([CH3:3])([CH3:4])[O:5][C:6](=[O:7])[N:8]1[CH2:9][CH2:10][N:11]([CH:29]2[CH2:28][N:27]([CH:26]([c:20]3[cH:21][cH:22][cH:23][cH:24][cH:25]3)[c:36]3[cH:37][cH:38][cH:39][cH:40][cH:41]3)[CH2:30]2)[CH2:12][CH2:13]1. Starting materials: COC1=CC=C(C=C1)C1=C2CC(NC2=CC=C1)=O (4-(4-methoxy-phenyl)-1,3-dihydro-indol-2-one), N1(N=NC=C1)CCNC(=O)C1=C(NC(=C1)C)C=O (2-Formyl-5-methyl-1H-pyrrole-3-carboxylic acid (2-[1,2,3]triazol-1-yl-ethyl)amide), C(C)O (ethanol). Reagents/catalysts: N1CCCCC1 (piperidine). Conditions: time 3 day. Product: COC1=CC=C(C=C1)C1=C2C(C(NC2=CC=C1)=O)=CC=1NC(=CC1C(=O)O)C (2-[4-(4-Methoxy-phenyl)-2-oxo-1,2-dihydro-indol-3-ylidenemethyl]-5-methyl-1H-pyrrole-3-carboxylic acid), 2-[1,2,3-triazol-1-yl-ethyl)-amide. Isolated yield 52.0%. Reaction SMILES: [CH3:1][O:2][C:3]1[CH:8]=[CH:7][C:6]([C:9]2[CH:17]=[CH:16][CH:15]=[C:14]3[C:10]=2[CH2:11][C:12](=[O:18])[NH:13]3)=[CH:5][CH:4]=1.N1(CCN[C:27]([C:29]2[CH:33]=[C:32]([CH3:34])[NH:31][C:30]=2[CH:35]=O)=[O:28])C=CN=N1.C([OH:39])C>N1CCCCC1>[CH3:1][O:2][C:3]1[CH:8]=[CH:7][C:6]([C:9]2[CH:17]=[CH:16][CH:15]=[C:14]3[C:10]=2[C:11](=[CH:35][C:30]2[NH:31][C:32]([CH3:34])=[CH:33][C:29]=2[C:27]([OH:28])=[O:39])[C:12](=[O:18])[NH:13]3)=[CH:5][CH:4]=1. Reported procedure: To a solution of 4-(4-methoxy-phenyl)-1,3-dihydro-indol-2-one (59.8 mg, 0.25 mmol) and 2-Formyl-5-methyl-1H-pyrrole-3-carboxylic acid (2-[1,2,3]triazol-1-yl-ethyl)amide (64.8 mg, 0.25 mmol) in ethanol (2 mL) was added piperidine (3 drops). The reaction mixture was stirred at room temperature for three days. A yellow solid product was precipitated out, filtered, washed by ethanol for three times, and dried under high vacuum to provide pure product 2-[4-(4-Methoxy-phenyl)-2-oxo-1,2-dihydro-indol-3... Reactants: CC1=NOC(=C1C=1C=C(C2=C(N(C(=N2)OCC)C(=O)OC(C)(C)C)C1)C(=O)C1=NC=CN=C1)C (tert-butyl 6-(3,5-dimethylisoxazol-4-yl)-2-ethoxy-4-(pyrazine-2-carbonyl)-1H-benzo[d]imidazole-1-carboxylate), crude residue, Cl (hydrochloric acid), BrC1=C(C=C(C=C1F)F)F (1-bromo-2,4,6-trifluorobenzene), C(CCC)[Li] (n-butyllithium). Solvent: C(C)OCC (diethyl ether), C(C)O (ethanol), C(C)OCC (diethyl ether). Reaction conditions: temperature 70 celsius, time 90 minute. The product is CC1=NOC(=C1C=1C=C(C2=C(NC(N2)=O)C1)C(C1=C(C=C(C=C1F)F)F)(C1=NC=CN=C1)O)C (6-(3,5-dimethylisoxazol-4-yl)-4-(hydroxy(pyrazin-2-yl)(2,4,6-trifluorophenyl)methyl)-1H-benzo[d]imidazol-2(3H)-one). As a reaction SMILES: Br[C:2]1[C:7]([F:8])=[CH:6][C:5]([F:9])=[CH:4][C:3]=1[F:10].C([Li])CCC.[CH3:16][C:17]1[C:21]([C:22]2[CH:23]=[C:24]([C:41]([C:43]3[CH:48]=[N:47][CH:46]=[CH:45][N:44]=3)=[O:42])[C:25]3[N:29]=[C:28]([O:30]CC)[N:27](C(OC(C)(C)C)=O)[C:26]=3[CH:40]=2)=[C:20]([CH3:49])[O:19][N:18]=1.Cl>C(OCC)C.C(O)C>[CH3:16][C:17]1[C:21]([C:22]2[CH:23]=[C:24]([C:41]([OH:42])([C:43]3[CH:48]=[N:47][CH:46]=[CH:45][N:44]=3)[C:2]3[C:7]([F:8])=[CH:6][C:5]([F:9])=[CH:4][C:3]=3[F:10])[C:25]3[NH:29][C:28](=[O:30])[NH:27][C:26]=3[CH:40]=2)=[C:20]([CH3:49])[O:19][N:18]=1. Procedure details: To 1-bromo-2,4,6-trifluorobenzene (0.01 ml, 0.12 mmol) in diethyl ether (0.5 mL) at −78° C. was added n-butyllithium (0.13 mL, 0.14 mmol, 1.6 M in hexanes). After 30 tert-butyl 6-(3,5-dimethylisoxazol-4-yl)-2-ethoxy-4-(pyrazine-2-carbonyl)-1H-benzo[d]imidazole-1-carboxylate (36.6 mg, 0.08 mmol) in diethyl ether (1 mL) was added drop-wise to the reaction. After 90 minutes, the reaction was warmed, quenched with saturated NH4Cl(aq) (10 mL), extracted with ethyl acetate (3×10 mL), dried over Na2SO4... Reactants: CC(C)(C)ON, ClCCl, COc1ccc(S(=O)(=O)N(CC(=O)O)Cc2ccc3ccccc3n2)cc1, CN1CCOCC1, CCN=C=NCCCN(C)C, Cl, Cl, Cl, On1nnc2ccccc21. Yields the product COc1ccc(S(=O)(=O)N(CC(=O)NOC(C)(C)C)Cc2ccc3ccccc3n2)cc1. RXN SMILES: [C:47]([CH3:48])([CH3:49])([CH3:50])[O:51][NH2:52].[CH2:65]([Cl:66])[Cl:67].[CH3:2][O:3][c:4]1[cH:5][cH:6][c:7]([S:10](=[O:11])(=[O:12])[N:13]([CH2:14][C:15](=[O:16])[OH:17])[CH2:18][c:19]2[n:20][c:21]3[cH:22][cH:23][cH:24][cH:25][c:26]3[cH:27][cH:28]2)[cH:8][cH:9]1.[CH3:39][N:40]1[CH2:41][CH2:42][O:43][CH2:44][CH2:45]1.[CH3:54][N:55]([CH2:56][CH2:57][CH2:58][N:59]=[C:60]=[N:61][CH2:62][CH3:63])[CH3:64].[ClH:1].[ClH:46].[ClH:53].[OH:29][n:30]1[c:31]2[cH:32][cH:33][cH:34][cH:35][c:36]2[n:37][n:38]1>>[CH3:2][O:3][c:4]1[cH:5][cH:6][c:7]([S:10](=[O:11])(=[O:12])[N:13]([CH2:14][C:15](=[O:17])[NH:52][O:51][C:47]([CH3:48])([CH3:49])[CH3:50])[CH2:18][c:19]2[n:20][c:21]3[cH:22][cH:23][cH:24][cH:25][c:26]3[cH:27][cH:28]2)[cH:8][cH:9]1.